This data is from the Open Reaction Database (ORD), a public repository of structured organic reaction records. The task is: describe an organic reaction: reactants, conditions, products, and yield Reactants: C1(NCC2=CC=CC=C12)=O (2,3-dihydro-isoindol-1-one), BrCC1=CC=C(C=C1)F (1-bromomethyl-4-fluoro-benzene), C(=O)([O-])[O-].[Cs+].[Cs+] (Cs2CO3), C1COCCOCCOCCOCCOCCO1 (18-crown-6). Solvent: CC(=O)C (acetone), C(C)(=O)OCC (ethyl acetate), CCCCCC (hexane). Conditions: temperature 70 celsius, time 16 hour. Product: FC1=CC=C(CN2C(C3=CC=CC=C3C2)=O)C=C1 (2-(4-fluoro-benzyl)-2,3-dihydro-isoindol-1-one). The yield is 82.1%. As a reaction SMILES: [C:1]1(=[O:10])[C:9]2[C:4](=[CH:5][CH:6]=[CH:7][CH:8]=2)[CH2:3][NH:2]1.Br[CH2:12][C:13]1[CH:18]=[CH:17][C:16]([F:19])=[CH:15][CH:14]=1.C([O-])([O-])=O.[Cs+].[Cs+].C1OCCOCCOCCOCCOCCOC1>CC(C)=O.CCCCCC.C(OCC)(=O)C>[F:19][C:16]1[CH:17]=[CH:18][C:13]([CH2:12][N:2]2[CH2:3][C:4]3[C:9](=[CH:8][CH:7]=[CH:6][CH:5]=3)[C:1]2=[O:10])=[CH:14][CH:15]=1 |f:2.3.4|. Procedure details: A mixture of 2,3-dihydro-isoindol-1-one (0.133 g, 1 mmol), 1-bromomethyl-4-fluoro-benzene (0.227 g, 1.2 mmol), Cs2CO3 (0.816 g, 2.5 mmol), and 18-crown-6 (0.026 g, 0.1 mmol) in acetone (5 mL) was stirred at 70° C. for 16 h. Workup and silica gel column chromatography using 30% ethyl acetate in hexane afforded 2-(4-fluoro-benzyl)-2,3-dihydro-isoindol-1-one (0.198 g, 82%). 1H NMR (300 MHz, CDCl3): δ (ppm) 4.26 (s, 2H), 4.68 (s, 2H), 7.04 (t, 2H), 7.35-7.54 (m, 5H), 7.90 (d, 1H). GC-MS: m/z 241 (M)...